Dataset: the Open Reaction Database (ORD), a public repository of structured organic reaction records. Task: describe an organic reaction: reactants, conditions, products, and yield Reactants: CO, CCOCc1nc2c(Cl)nc3ccccc3c2n1CCN1C(C)=NOC12CCCC2, N. Product: CCOCc1nc2c(N)nc3ccccc3c2n1CCN1C(C)=NOC12CCCC2. As a reaction SMILES: [CH3:32][OH:33].[Cl:1][c:2]1[n:3][c:4]2[cH:5][cH:6][cH:7][cH:8][c:9]2[c:10]2[c:11]1[n:12][c:13]([CH2:27][O:28][CH2:29][CH3:30])[n:14]2[CH2:15][CH2:16][N:17]1[C:18]([CH3:26])=[N:19][O:20][C:21]12[CH2:22][CH2:23][CH2:24][CH2:25]2.[NH3:31]>>[c:2]1([NH2:31])[n:3][c:4]2[cH:5][cH:6][cH:7][cH:8][c:9]2[c:10]2[c:11]1[n:12][c:13]([CH2:27][O:28][CH2:29][CH3:30])[n:14]2[CH2:15][CH2:16][N:17]1[C:18]([CH3:26])=[N:19][O:20][C:21]12[CH2:22][CH2:23][CH2:24][CH2:25]2. Reactants: O=c1c2cc(Br)ccc2ccc2ncc(Cl)cc12, O=C([O-])[O-], CC1(C)c2cccc(P(c3ccccc3)c3ccccc3)c2Oc2c(P(c3ccccc3)c3ccccc3)cccc21, [Cs+], [Cs+], O=C([O-])C(F)(F)F, O=C(C=Cc1ccccc1)C=Cc1ccccc1, O=C(C=Cc1ccccc1)C=Cc1ccccc1, C1COCCO1, CN(CC1COCCO1)S([NH3+])(=O)=O, O=C(C=Cc1ccccc1)C=Cc1ccccc1, [Pd], [Pd]. Yields the product CN(CC1COCCO1)S(=O)(=O)Nc1ccc2ccc3ncc(Cl)cc3c(=O)c2c1. Reaction SMILES: [Br:1][c:2]1[cH:3][cH:4][c:5]2[c:6]([c:7](=[O:17])[c:8]3[c:9]([n:10][cH:11][c:12]([Cl:14])[cH:13]3)[cH:15][cH:16]2)[cH:18]1.[C:81](=[O:82])([O-:83])[O-:84].[CH3:39][C:40]1([CH3:41])[c:42]2[cH:43][cH:44][cH:45][c:46]([P:47]([c:48]3[cH:49][cH:50][cH:51][cH:52][cH:53]3)[c:54]3[cH:55][cH:56][cH:57][cH:58][cH:59]3)[c:60]2[O:61][c:62]2[c:63]1[cH:64][cH:65][cH:66][c:67]2[P:68]([c:69]1[cH:70][cH:71][cH:72][cH:73][cH:74]1)[c:75]1[cH:76][cH:77][cH:78][cH:79][cH:80]1.[Cs+:85].[Cs+:86].[F:19][C:20]([F:21])([F:22])[C:23]([O-:24])=[O:25].[O:107]=[C:108]([CH:109]=[CH:110][c:111]1[cH:112][cH:113][cH:114][cH:115][cH:116]1)[CH:117]=[CH:118][c:119]1[cH:120][cH:121][cH:122][cH:123][cH:124]1.[O:125]=[C:126]([CH:127]=[CH:128][c:129]1[cH:130][cH:131][cH:132][cH:133][cH:134]1)[CH:135]=[CH:136][c:137]1[cH:138][cH:139][cH:140][cH:141][cH:142]1.[O:143]1[CH2:144][CH2:145][O:146][CH2:147][CH2:148]1.[O:26]1[CH:27]([CH2:32][N:33]([S:34](=[O:35])(=[O:36])[NH3+:37])[CH3:38])[CH2:28][O:29][CH2:30][CH2:31]1.[O:89]=[C:90]([CH:91]=[CH:92][c:93]1[cH:94][cH:95][cH:96][cH:97][cH:98]1)[CH:99]=[CH:100][c:101]1[cH:102][cH:103][cH:104][cH:105][cH:106]1.[Pd:87].[Pd:88]>>[c:2]1([NH:37][S:34]([N:33]([CH2:32][CH:27]2[O:26][CH2:31][CH2:30][O:29][CH2:28]2)[CH3:38])(=[O:35])=[O:36])[cH:3][cH:4][c:5]2[c:6]([c:7](=[O:17])[c:8]3[c:9]([n:10][cH:11][c:12]([Cl:14])[cH:13]3)[cH:15][cH:16]2)[cH:18]1. Starting materials: Cl.N[C@H]1[C@@H](C1)C1=CC=C(C=C1)NC(C1=CC(=CC=C1)Br)=O (N-[4-(trans-2-aminocyclopropyl)phenyl]-3-bromobenzamide hydrochloride), C(C1=CC=CC=C1)=O (benzaldehyde), C(O)([O-])=O.[Na+] (sodium hydrogen carbonate), [BH4-].[Na+] (sodium borohydride). Solvent: CO (methanol), O (water). Conditions: temperature 70 celsius, time 1 hour. Yields the product C(C1=CC=CC=C1)N[C@H]1[C@@H](C1)C1=CC=C(C=C1)NC(C1=CC(=CC=C1)Br)=O (N-{4-[trans-2-(benzylamino)cyclopropyl]phenyl}-3-bromobenzamide). As a reaction SMILES: Cl.[NH2:2][C@@H:3]1[CH2:5][C@H:4]1[C:6]1[CH:11]=[CH:10][C:9]([NH:12][C:13](=[O:21])[C:14]2[CH:19]=[CH:18][CH:17]=[C:16]([Br:20])[CH:15]=2)=[CH:8][CH:7]=1.[CH:22](=O)[C:23]1[CH:28]=[CH:27][CH:26]=[CH:25][CH:24]=1.C(=O)([O-])O.[Na+].[BH4-].[Na+]>CO.O>[CH2:22]([NH:2][C@@H:3]1[CH2:5][C@H:4]1[C:6]1[CH:11]=[CH:10][C:9]([NH:12][C:13](=[O:21])[C:14]2[CH:19]=[CH:18][CH:17]=[C:16]([Br:20])[CH:15]=2)=[CH:8][CH:7]=1)[C:23]1[CH:28]=[CH:27][CH:26]=[CH:25][CH:24]=1 |f:0.1,3.4,5.6|. Reported procedure: To a solution of N-[4-(trans-2-aminocyclopropyl)phenyl]-3-bromobenzamide hydrochloride (80 mg) in methanol (2 mL) were added benzaldehyde (22 μL) and sodium hydrogen carbonate (27.4 mg). The mixture was stirred at 70° C. for 1 hr, and ice-cooled to 0° C. and sodium borohydride (12.4 mg) was added. The mixture was stirred for 1 hr and water was added. The mixture was extracted with ethyl acetate, and the extract was washed with saturated brine and dried over anhydrous sodium sulfate. The solvent ... Reactants: CC1N(CC1OC1=CC(=CC=C1)C(F)(F)F)C(=O)Cl (2-methyl-3-[3-(trifluoromethyl)phenoxy]-1-azetidinecarbonyl chloride), CN (monomethylamine). Run in O (water), O1CCCC1 (tetrahydrofuran). Conditions: time 6 hour. Product: CNC(=O)N1[C@H]([C@H](C1)OC1=CC(=CC=C1)C(F)(F)F)C (Cis N,2-Dimethyl-3-[3-(trifluoromethyl)phenoxy]-1-azetidinecarboxamide). The yield is 90.3%. As a reaction SMILES: [CH3:1][CH:2]1[CH:5]([O:6][C:7]2[CH:12]=[CH:11][CH:10]=[C:9]([C:13]([F:16])([F:15])[F:14])[CH:8]=2)[CH2:4][N:3]1[C:17](Cl)=[O:18].[CH3:20][NH2:21]>O1CCCC1.O>[CH3:20][NH:21][C:17]([N:3]1[CH2:4][C@H:5]([O:6][C:7]2[CH:12]=[CH:11][CH:10]=[C:9]([C:13]([F:16])([F:15])[F:14])[CH:8]=2)[C@@H:2]1[CH3:1])=[O:18]. Procedure details: A solution of 4.02 g (0.01 mole) of crude (73%) 2-methyl-3-[3-(trifluoromethyl)phenoxy]-1-azetidinecarbonyl chloride cis isomer in 20 ml of tetrahydrofuran was treated while stirring with 1.6 g (0.02 mole) of 40% aqueous monomethylamine. After stirring for 6 hr, the reaction mixture was diluted with 100 ml of water and the oil which separated was extracted into methylene chloride (2×50 ml). The combined extracts were dried over magnesium sulfate and concentrated in vacuo (4.2 g). The oil solidif... Starting materials: C(=C)C=1C=C(C=CC1)[N+](=O)[O-] (3-ethenylnitrobenzene). Reagents/catalysts: [Zn] (zinc). Run in C(C)(=O)O (acetic acid). Run at temperature 70 celsius, time 2 hour. Yields the product C(=C)C=1C=C(N)C=CC1 (3-ethenylaniline). Isolated yield 61.3%. Reaction SMILES: [CH:1]([C:3]1[CH:4]=[C:5]([N+:9]([O-])=O)[CH:6]=[CH:7][CH:8]=1)=[CH2:2]>C(O)(=O)C.[Zn]>[CH:1]([C:3]1[CH:4]=[C:5]([CH:6]=[CH:7][CH:8]=1)[NH2:9])=[CH2:2]. Procedure: To a solution of the above 3-ethenylnitrobenzene (10 g) in acetic acid (30 ml) was added zinc powder (10 g) and the mixture heated to 70° C. with stirring for two hours, then cooled to room temperature and filtered. Ethyl acetate (300 ml) was added to the filtrate, followed by 1M sodium hydroxide until pH 10. The organic layer was separated, washed with water (100 ml), brine (100 ml) and dried over magnesium sulphate. The solvent was removed under reduced pressure to give the crude product, whic... Starting materials: COC(=O)c1ccc(CCc2nc(NC(C)=O)sc2Cc2ccc(S(C)(=O)=O)cc2)cc1, CO, C[O-], Cl, N=C(N)N, [Na+], CN(C)C=O. The product is CC(=O)Nc1nc(CCc2ccc(C(=O)NC(=N)N)cc2)c(Cc2ccc(S(C)(=O)=O)cc2)s1. As a reaction SMILES: [C:11]([CH3:12])(=[O:13])[NH:14][c:15]1[s:16][c:17]([CH2:32][c:33]2[cH:34][cH:35][c:36]([S:39](=[O:40])(=[O:41])[CH3:42])[cH:37][cH:38]2)[c:18]([CH2:20][CH2:21][c:22]2[cH:23][cH:24][c:25]([C:26](=[O:27])[O:28][CH3:29])[cH:30][cH:31]2)[n:19]1.[CH3:6][OH:7].[CH3:8][O-:9].[ClH:1].[NH2:2][C:3](=[NH:4])[NH2:5].[Na+:10].[O:43]=[CH:44][N:45]([CH3:46])[CH3:47]>>[NH:2]=[C:3]([NH:4][C:26]([c:25]1[cH:24][cH:23][c:22]([CH2:21][CH2:20][c:18]2[c:17]([CH2:32][c:33]3[cH:34][cH:35][c:36]([S:39](=[O:40])(=[O:41])[CH3:42])[cH:37][cH:38]3)[s:16][c:15]([NH:14][C:11]([CH3:12])=[O:13])[n:19]2)[cH:31][cH:30]1)=[O:27])[NH2:5].